Task: describe an organic reaction: reactants, conditions, products, and yield. Dataset: the Open Reaction Database (ORD), a public repository of structured organic reaction records The reactants are C1CCOC1, CCOCC, CNC(=O)C(O)C(Oc1ccccc1[N+](=O)[O-])c1ccccc1, CO, Cl. Product: CNCC(O)C(Oc1ccccc1[N+](=O)[O-])c1ccccc1. As a reaction SMILES: [CH2:27]1[O:28][CH2:29][CH2:30][CH2:31]1.[CH2:32]([O:33][CH2:34][CH3:35])[CH3:36].[CH3:1][NH:2][C:3]([CH:4]([CH:5]([O:6][c:7]1[c:8]([N+:13](=[O:14])[O-:15])[cH:9][cH:10][cH:11][cH:12]1)[c:16]1[cH:17][cH:18][cH:19][cH:20][cH:21]1)[OH:22])=[O:23].[CH3:24][OH:25].[ClH:26]>>[CH3:1][NH:2][CH2:3][CH:4]([CH:5]([O:6][c:7]1[c:8]([N+:13](=[O:14])[O-:15])[cH:9][cH:10][cH:11][cH:12]1)[c:16]1[cH:17][cH:18][cH:19][cH:20][cH:21]1)[OH:22].